From a dataset of the Open Reaction Database (ORD), a public repository of structured organic reaction records. describe an organic reaction: reactants, conditions, products, and yield Starting materials: COC(=O)c1ccc(C(=O)[O-])cc1, Cc1ccccc1, O=C(Cl)C(=O)Cl, CN(C)C=O. Yields the product COC(=O)c1ccc(C(=O)[O-])cc1, [Cl-]. Reaction SMILES: [C:1]([c:2]1[cH:3][cH:4][c:5]([C:6](=[O:7])[O-:8])[cH:9][cH:10]1)(=[O:11])[O:12][CH3:13].[CH3:14][c:15]1[cH:16][cH:17][cH:18][cH:19][cH:20]1.[Cl:21][C:22]([C:23]([Cl:24])=[O:25])=[O:26].[O:27]=[CH:28][N:29]([CH3:30])[CH3:31]>>[C:1]([c:2]1[cH:3][cH:4][c:5]([C:6](=[O:7])[O-:8])[cH:9][cH:10]1)(=[O:11])[O:12][CH3:13].[Cl-:21]. Starting materials: ClC1=C(C=C(C=O)C=C1)[N+](=O)[O-] (4-chloro-3-nitrobenzaldehyde), [F-].[K+] (potassium fluoride), ClC1=C(C=C(C=O)C=C1)[N+](=O)[O-] (4-chloro-3-nitrobenzaldehyde). The solvent is CN(C=O)C (dimethylformamide). Reaction conditions: time 3 hour. The product is FC1=C(C=C(C=O)C=C1)[N+](=O)[O-] (4-fluoro-3-nitrobenzaldehyde). RXN SMILES: Cl[C:2]1[CH:9]=[CH:8][C:5]([CH:6]=[O:7])=[CH:4][C:3]=1[N+:10]([O-:12])=[O:11].[F-:13].[K+]>CN(C)C=O>[F:13][C:2]1[CH:9]=[CH:8][C:5]([CH:6]=[O:7])=[CH:4][C:3]=1[N+:10]([O-:12])=[O:11] |f:1.2|. Reported procedure: 18.6 g (0.1 mol) of 4-chloro-3-nitrobenzaldehyde and 6.4 g (0.11 mol) of potassium fluoride in 50 ml of dimethylformamide are stirred at 160° C. After 3 hours, 4-chloro-3-nitrobenzaldehyde is no longer detectable in the reaction mixture, according to gas chromatography. Instead, 4-fluoro-3-nitrobenzaldehyde has formed quantitatively. Reactants: C([O-])(O)=O.[Na+] (sodium bicarbonate), NC1CCN(CC1)C(=O)OC(C)(C)C (tert-Butyl 4-aminopiperidine-1-carboxylate), C(C)(C)N(C(C)C)CC (N,N-diisopropylethylamine), ClC(=O)OCC1=CC=CC=C1 (benzyl chloroformate). Solvent: ClCCl (dichloromethane). Conditions: time 1 hour. Yields the product C(C1=CC=CC=C1)OC(=O)NC1CCN(CC1)C(=O)OC(C)(C)C (tert-Butyl 4-{[(benzyloxy)carbonyl]amino}piperidine-1-carboxylate). The yield is 78.5%. RXN SMILES: [NH2:1][CH:2]1[CH2:7][CH2:6][N:5]([C:8]([O:10][C:11]([CH3:14])([CH3:13])[CH3:12])=[O:9])[CH2:4][CH2:3]1.C(N(CC)C(C)C)(C)C.Cl[C:25]([O:27][CH2:28][C:29]1[CH:34]=[CH:33][CH:32]=[CH:31][CH:30]=1)=[O:26].C(=O)(O)[O-].[Na+]>ClCCl>[CH2:28]([O:27][C:25]([NH:1][CH:2]1[CH2:3][CH2:4][N:5]([C:8]([O:10][C:11]([CH3:14])([CH3:13])[CH3:12])=[O:9])[CH2:6][CH2:7]1)=[O:26])[C:29]1[CH:34]=[CH:33][CH:32]=[CH:31][CH:30]=1 |f:3.4|. Reported procedure: tert-Butyl 4-aminopiperidine-1-carboxylate (10 g, 49.9 mmol), N,N-diisopropylethylamine (26 ml, 149 mmol), benzyl chloroformate (8.5 ml, 59.5 mmol) and dichloromethane (dehydrated) (300 ml) were mixed under ice-cooling. The resulting mixture was stirred at room temperature for one hour. An aqueous saturated sodium bicarbonate solution was added to the reaction mixture, which was extracted with dichloromethane three times. The organic layer was washed with brine and dried over anhydrous sodium su...